From a dataset of the Open Reaction Database (ORD), a public repository of structured organic reaction records. describe an organic reaction: reactants, conditions, products, and yield Reactants: C(C)C1C(C(C/C(=C/C=C/C(C(OC(/C(=C/C(=C/C(C1O)C)/C)/OC)=O)C(C)C(C(\C(\C=C\C(C(\C=C\C)O)C)=N/OCC(=O)O)C)O)OC)/C)C)O (((Z)-((6E,10E)-2-((4E,6E,14E,16Z)-11-Ethyl-10,12-dihydroxy-3,17-dimethoxy-7,9,13,15-tetramethyl-18-oxooxacyclooctadeca-4,6,14,16-tetraen-2-yl)-3,9-dihydroxy-4,8-dimethyl dodeca-6,10-dien-5-ylidene)aminooxy)acetic acid), C=1C=CC2=C(C1)N=NN2O (HOBt), O (water), C(O)CN (ethanol amine). The solvent is ClCCl (dichloromethane). Reaction conditions: time 20 minute. Yields the product C(C)C1C(C(C/C(=C/C=C/C(C(OC(/C(=C/C(=C/C(C1O)C)/C)/OC)=O)C(C)C(C(\C(\C=C\C(C(\C=C\C)O)C)=N/OCC(=O)NCCO)C)O)OC)/C)C)O (2-((Z)-((6E,10E)-2-((4E,6E,14E,16Z)-11-Ethyl-10,12-dihydroxy-3,17-dimethoxy-7,9,13,15-tetramethyl-18-oxooxacyclooctadeca-4,6,14,16-tetraen-2-yl)-3,9-dihydroxy-4,8-dimethyl dodeca-6,10-dien-5-ylidene)aminooxy)-N-(2-hydroxyethyl)acetamide). As a reaction SMILES: [CH2:1]([CH:3]1[CH:20]([OH:21])[CH:19]([CH3:22])[CH:18]=[C:17]([CH3:23])[CH:16]=[C:15]([O:24][CH3:25])[C:14](=[O:26])[O:13][CH:12]([CH:27]([CH:29]([OH:48])[CH:30]([CH3:47])/[C:31](=[N:41]\[O:42][CH2:43][C:44](O)=[O:45])/[CH:32]=[CH:33]/[CH:34]([CH3:40])[CH:35]([OH:39])/[CH:36]=[CH:37]/[CH3:38])[CH3:28])[CH:11]([O:49][CH3:50])[CH:10]=[CH:9][CH:8]=[C:7]([CH3:51])[CH2:6][CH:5]([CH3:52])[CH:4]1[OH:53])[CH3:2].C1C=CC2N(O)N=NC=2C=1.[CH2:64]([CH2:66][NH2:67])[OH:65].O>ClCCl>[CH2:1]([CH:3]1[CH:20]([OH:21])[CH:19]([CH3:22])[CH:18]=[C:17]([CH3:23])[CH:16]=[C:15]([O:24][CH3:25])[C:14](=[O:26])[O:13][CH:12]([CH:27]([CH:29]([OH:48])[CH:30]([CH3:47])/[C:31](=[N:41]\[O:42][CH2:43][C:44]([NH:67][CH2:66][CH2:64][OH:65])=[O:45])/[CH:32]=[CH:33]/[CH:34]([CH3:40])[CH:35]([OH:39])/[CH:36]=[CH:37]/[CH3:38])[CH3:28])[CH:11]([O:49][CH3:50])[CH:10]=[CH:9][CH:8]=[C:7]([CH3:51])[CH2:6][CH:5]([CH3:52])[CH:4]1[OH:53])[CH3:2]. Reported procedure: To a solution of compound of example 10 (10 mg) in dichloromethane (2 mL) dicyclohexylcarbodiimide (3 mg), and HOBt (2 mg) were added. After 20 min, ethanol amine (1 mg) was added. The reaction mixture was stirred for 18 h under nitrogen atmosphere. Cold water was added to the reaction mixture, the organic layer was separated. The reaction mixture was extracted with dichloromethane (3×5 mL). The combined organic layer was washed with water (2×5 mL). The organic layer was dried over sodium sulpha... Starting materials: CN1CC(=O)Nc2ncc(C=CC(=O)OC(C)(C)C)cc2C1, ClCCl, O=C(O)C(F)(F)F. Yields the product CN1CC(=O)Nc2ncc(C=CC(=O)O)cc2C1. As a reaction SMILES: [C:1]([CH3:2])([CH3:3])([CH3:4])[O:5][C:6]([CH:7]=[CH:8][c:9]1[cH:10][c:11]2[c:12]([n:20][cH:21]1)[NH:13][C:14](=[O:19])[CH2:15][N:16]([CH3:18])[CH2:17]2)=[O:22].[Cl:30][CH2:31][Cl:32].[F:23][C:24]([F:25])([F:26])[C:27]([OH:28])=[O:29]>>[O:5]=[C:6]([CH:7]=[CH:8][c:9]1[cH:10][c:11]2[c:12]([n:20][cH:21]1)[NH:13][C:14](=[O:19])[CH2:15][N:16]([CH3:18])[CH2:17]2)[OH:22]. Reactants: BrC=1C=C2C(=NC1)NC(=N2)/C=C/C2=CC(=CC(=N2)NC(C)=O)C (N-{6-[(E)-2-(6-bromo-3H-imidazo[4,5-b]pyridin-2-yl)-vinyl]-4-methyl-pyridin-2-yl}-acetamide), N (ammonia). Run in S(O)(O)(=O)=O (sulphuric acid). Conditions: temperature 0 celsius. Product: BrC=1C=C2C(=NC1)NC(=N2)/C=C/C2=CC(=CC(=N2)N)C (6-[(E)-2-(6-Bromo-3H-imidazo[4,5-b]pyridin-2-yl)-vinyl]-4-methyl-pyridin-2-ylamine). Isolated yield 82.7%. RXN SMILES: [Br:1][C:2]1[CH:3]=[C:4]2[N:10]=[C:9](/[CH:11]=[CH:12]/[C:13]3[N:18]=[C:17]([NH:19]C(=O)C)[CH:16]=[C:15]([CH3:23])[CH:14]=3)[NH:8][C:5]2=[N:6][CH:7]=1.N>S(=O)(=O)(O)O>[Br:1][C:2]1[CH:3]=[C:4]2[N:10]=[C:9](/[CH:11]=[CH:12]/[C:13]3[N:18]=[C:17]([NH2:19])[CH:16]=[C:15]([CH3:23])[CH:14]=3)[NH:8][C:5]2=[N:6][CH:7]=1. Procedure details: 1.20 g of N-{6-[(E)-2-(6-bromo-3H-imidazo[4,5-b]pyridin-2-yl)-vinyl]-4-methyl-pyridin-2-yl}-acetamide (compound B10) are suspended in 12 ml of aqueous sulphuric acid (10% strength) at 115° C. for 17 h. Subsequently, the mixture is cooled to 0° C. and conc. aqueous ammonia is added until pH=10. Thereafter, the mixture is extracted 3 times each with 70 ml of ethyl acetate. The combined organic layers are dried using sodium sulphate, filtered with suction, and evaporated to dryness to yield 880 mg ... Starting materials: OC=1C=C(C(=O)NN)C=CC1C (3-hydroxy-4-methyl-benzoic acid hydrazide), NN (hydrazine), C(C)(OCC)(OCC)OCC (triethyl ortho-acetate). The solvent is C=1(C(=CC=CC1)C)C (xylene). Conditions: temperature 150 celsius. Product: CC1=C(C=C(C=C1)C=1OC(=NN1)C)O (2-methyl-5-(5-methyl-[1,3,4]oxadiazol-2-yl)-phenol). RXN SMILES: [OH:1][C:2]1[CH:3]=[C:4]([CH:9]=[CH:10][C:11]=1[CH3:12])[C:5]([NH:7][NH2:8])=[O:6].NN.[C:15](OCC)(OCC)(OCC)[CH3:16]>C1(C)C(C)=CC=CC=1>[CH3:12][C:11]1[CH:10]=[CH:9][C:4]([C:5]2[O:6][C:15]([CH3:16])=[N:8][N:7]=2)=[CH:3][C:2]=1[OH:1]. Procedure: A suspension of ethyl 3-hydroxy-4-methylbenzoate (3.60 g, 20 mmol) (from Example 33 supra) in anhydrous hydrazine (10 mL, 318 mmol) (Aldrich) was heated at reflux (150° C. bath temperature) for 3 hours. After cooling to room temperature, mixture was concentrated under reduced pressure to give a dry solid. This was suspended in xylene (50 mL) and concentrated under reduced pressure. Resulting solid was suspended in triethyl ortho-acetate (35 mL, 191 mmol) (Aldrich) and heated at reflux (150° C. b... Reactants: ClC=1C(=C2C=CC(=NC2=CC1)N1C[C@@H](CCC1)OS(=O)(=O)C)NC(CC1CCCCC1)=O (N-[6-Chloro-2-[(3R)-3-[(methylsulfonyl)oxy]-1-piperidinyl]-5-quinolinyl]-cyclohexaneacetamide), CN (methylamine). Run in C(C)O (ethanol). Run at temperature 80 celsius. Yields the product ClC=1C(=C2C=CC(=NC2=CC1)N1CC(CCC1)NC)NC(CC1CCCCC1)=O (N-[6-Chloro-2-[3-(methylamino)-1-piperidinyl]-5-quinolinyl]-cyclohexaneacetamide). As a reaction SMILES: [Cl:1][C:2]1[C:3]([NH:23][C:24](=[O:32])[CH2:25][CH:26]2[CH2:31][CH2:30][CH2:29][CH2:28][CH2:27]2)=[C:4]2[C:9](=[CH:10][CH:11]=1)[N:8]=[C:7]([N:12]1[CH2:17][CH2:16][CH2:15][C@@H:14](OS(C)(=O)=O)[CH2:13]1)[CH:6]=[CH:5]2.[CH3:33][NH2:34]>C(O)C>[Cl:1][C:2]1[C:3]([NH:23][C:24](=[O:32])[CH2:25][CH:26]2[CH2:31][CH2:30][CH2:29][CH2:28][CH2:27]2)=[C:4]2[C:9](=[CH:10][CH:11]=1)[N:8]=[C:7]([N:12]1[CH2:17][CH2:16][CH2:15][CH:14]([NH:34][CH3:33])[CH2:13]1)[CH:6]=[CH:5]2. Reported procedure: N-[6-Chloro-2-[(3R)-3-[(methylsulfonyl)oxy]-1-piperidinyl]-5-quinolinyl]-cyclohexaneacetamide (Example 80(a)) (0.2 g) and 8M methylamine in ethanol (5 ml) were placed into a 10 ml microwave vial and heated at 80° C. for 60 minutes within a single mode microwave. The reaction was pre-absorbed onto silica and purified (SiO2, 7M ammonia in methanol:methanol:dichloromethane 1:3:96 as eluant). The resulting product was recrystallised from acetonitrile to afford the title compound (0.007 g). Reactants: COC([C@@H](NC(=S)C1=C(C=CC=C1C)CC)CC1=CC=C(C=C1)NC([C@@H](CC=1C=NC=CC1)NC(=O)OCC1C2=CC=CC=C2C2=CC=CC=C12)=O)=O (N-[(2-ethyl-6-methylphenyl)thioxomethyl]-4-[[(2R)-2-(Fmoc-amino)-1-oxo-3-(pyridin-3-yl)propyl]amino]-L-phenylalanine methyl ester), N1CCCCC1 (piperidine). Run in CN1CCCC1=O (NMP), CCCCCC (hexane). Conditions: time 1 hour. Yields the product COC([C@@H](NC(=S)C1=C(C=CC=C1C)CC)CC1=CC=C(C=C1)NC([C@@H](CC=1C=NC=CC1)N)=O)=O (4-[[(2R)-2-amino-1-oxo-3-(pyridin-3-yl)propyl]amino]-N-[(2-ethyl-6-methylphenyl)thioxomethyl]-L-phenylalanine methyl ester). Isolated yield 81.1%. As a reaction SMILES: [CH3:1][O:2][C:3](=[O:53])[C@H:4]([CH2:17][C:18]1[CH:23]=[CH:22][C:21]([NH:24][C:25](=[O:52])[C@H:26]([NH:34]C(OCC2C3C(=CC=CC=3)C3C2=CC=CC=3)=O)[CH2:27][C:28]2[CH:29]=[N:30][CH:31]=[CH:32][CH:33]=2)=[CH:20][CH:19]=1)[NH:5][C:6]([C:8]1[C:13]([CH3:14])=[CH:12][CH:11]=[CH:10][C:9]=1[CH2:15][CH3:16])=[S:7].N1CCCCC1>CN1C(=O)CCC1.CCCCCC>[CH3:1][O:2][C:3](=[O:53])[C@H:4]([CH2:17][C:18]1[CH:23]=[CH:22][C:21]([NH:24][C:25](=[O:52])[C@H:26]([NH2:34])[CH2:27][C:28]2[CH:29]=[N:30][CH:31]=[CH:32][CH:33]=2)=[CH:20][CH:19]=1)[NH:5][C:6]([C:8]1[C:13]([CH3:14])=[CH:12][CH:11]=[CH:10][C:9]=1[CH2:15][CH3:16])=[S:7]. Procedure details: N-[(2-ethyl-6-methylphenyl)thioxomethyl]-4-[[(2R)-2-(Fmoc-amino)-1-oxo-3-(pyridin-3-yl)propyl]amino]-L-phenylalanine methyl ester from example 26 (0.308 mmol, 224 mg) was treated with 25% piperidine in NMP (3 mL) and the solution was stirred at room temperature. Within 1 h, TLC analysis of the mixture indicated the absence of starting material. The mixture was diluted with hexane (25 mL) and the formed layers were separated. The bottom yellow layer was washed with hexane, then was diluted with w... The reactants are CCI, CN(CCCN1C(=O)c2ccccc2C(C)(C)C1=O)CCCN1C(=O)c2cc(O)ccc2C(C)(C)C1=O, CCO, [Na]. Yields the product CCOc1ccc2c(c1)C(=O)N(CCCN(C)CCCN1C(=O)c3ccccc3C(C)(C)C1=O)C(=O)C2(C)C. As a reaction SMILES: [CH2:39]([CH3:40])[I:41].[CH3:1][C:2]1([CH3:37])[C:3](=[O:36])[N:4]([CH2:14][CH2:15][CH2:16][N:17]([CH2:18][CH2:19][CH2:20][N:21]2[C:22](=[O:34])[c:23]3[cH:24][cH:25][cH:26][cH:27][c:28]3[C:29]([CH3:32])([CH3:33])[C:30]2=[O:31])[CH3:35])[C:5](=[O:13])[c:6]2[cH:7][c:8]([OH:12])[cH:9][cH:10][c:11]21.[CH3:42][CH2:43][OH:44].[Na:38]>>[CH3:1][C:2]1([CH3:37])[C:3](=[O:36])[N:4]([CH2:14][CH2:15][CH2:16][N:17]([CH2:18][CH2:19][CH2:20][N:21]2[C:22](=[O:34])[c:23]3[cH:24][cH:25][cH:26][cH:27][c:28]3[C:29]([CH3:32])([CH3:33])[C:30]2=[O:31])[CH3:35])[C:5](=[O:13])[c:6]2[cH:7][c:8]([O:12][CH2:39][CH3:40])[cH:9][cH:10][c:11]21.